Dataset: the Open Reaction Database (ORD), a public repository of structured organic reaction records. Task: describe an organic reaction: reactants, conditions, products, and yield Starting materials: Cl.ClC1CN(CCC1)CC (3-chloro-1-ethylpiperidine hydrochloride), C(=O)([O-])[O-].[K+].[K+] (K2CO3), FC1=C(CN2C(N(S(C3=C2C=CC=C3)(=O)=O)CCC=3C(=NOC3C)C)=O)C(=CC=C1)F (4-(2,6-Difluorobenzyl)-2-[2-(3,5-dimethyl-1,2-oxazol-4-yl)ethyl]-2H-1,2,4-benzothiadiazin-3(4H)-one 1,1-dioxide). The solvent is CN(C)C=O (DMF). Product: FC1=C(CN2C(N(S(C3=C2C=CC=C3)(=O)=O)C3CN(CCC3)CC)=O)C(=CC=C1)F (4-(2,6-Difluorobenzyl)-2-(1-ethylpiperidin-3-yl)-2H-1,2,4-benzothiadiazin-3(4H)-one 1,1-dioxide). RXN SMILES: Cl.Cl[CH:3]1[CH2:8][CH2:7][CH2:6][N:5]([CH2:9][CH3:10])[CH2:4]1.C([O-])([O-])=O.[K+].[K+].[F:17][C:18]1[CH:46]=[CH:45][CH:44]=[C:43]([F:47])[C:19]=1[CH2:20][N:21]1[C:26]2[CH:27]=[CH:28][CH:29]=[CH:30][C:25]=2[S:24](=[O:32])(=[O:31])[N:23](CCC2C(C)=NOC=2C)[C:22]1=[O:42]>CN(C=O)C>[F:17][C:18]1[CH:46]=[CH:45][CH:44]=[C:43]([F:47])[C:19]=1[CH2:20][N:21]1[C:26]2[CH:27]=[CH:28][CH:29]=[CH:30][C:25]=2[S:24](=[O:32])(=[O:31])[N:23]([CH:3]2[CH2:8][CH2:7][CH2:6][N:5]([CH2:9][CH3:10])[CH2:4]2)[C:22]1=[O:42] |f:0.1,2.3.4|. Reported procedure: The title compound (42 mg, 0.09 mmol) was prepared from (IntE3) (100 mg, 0.31 mmol), 3-chloro-1-ethylpiperidine hydrochloride (142 mg, 0.77 mmol), KI (10.2 mg, 0.06 mmol) and K2CO3 (107 mg, 0.77 mmol) in DMF (5 mL) in a CEM Discover microwave reactor (100° C., 1 h) using the methods of (120). RXN SMILES: [CH3:1][N:2]([CH3:27])[C:3]([CH2:5][O:6][N:7]([CH2:19][C:20]1[CH:25]=[CH:24][C:23]([F:26])=[CH:22][CH:21]=1)[C:8](=[O:18])[CH:9]=[C:10]1[C:14](=[O:15])[O:13][C:12](C)(C)[O:11]1)=[O:4]>CO>[CH3:12][O:13][C:14](=[O:15])[C:10]([OH:11])=[CH:9][C:8](=[O:18])[N:7]([O:6][CH2:5][C:3](=[O:4])[N:2]([CH3:27])[CH3:1])[CH2:19][C:20]1[CH:21]=[CH:22][C:23]([F:26])=[CH:24][CH:25]=1. The reactants are CN(C(=O)CON(C(C=C1OC(OC1=O)(C)C)=O)CC1=CC=C(C=C1)F)C (N-Dimethylcarbamoylmethoxy-2-(2,2-dimethyl-5-oxo-[1,3]-dioxolan-4-ylidene)-N-(4-fluorobenzyl)-acetamide). The solvent is CO (methanol). Yields the product COC(C(=CC(N(CC1=CC=C(C=C1)F)OCC(N(C)C)=O)=O)O)=O (3-[Dimethylcarbamoylmethoxy-(4-fluoro-benzyl)-carbamoyl]-2-hydroxy-acrylic acid methyl ester). Yield: 54.0%. Procedure details: N-Dimethylcarbamoylmethoxy-2-(2,2-dimethyl-5-oxo-[1,3]-dioxolan-4-ylidene)-N-(4-fluorobenzyl)-acetamide was treated with methanol as described in the preparation of Compound 44-D and gave the title ester as white crystals (54% yield); mp 133–135° C. 1HNMR 400 MHz (CDCl3) δ (ppm): 2.9 (3H, s, NCH3), 2.98 (3H, s, NCH3), 3.91 (3H, s, OCH3), 4.54 (2H, s, CH2), 4.96 (2H, s, CH2), 6.52 (1H, s, CH), 7.06 (2H, m, aromatics), 7.39 (2H, m, aromatics), 13.38 (1H, broad s, OH). Anal. calcd for Cl6H19FN2O6: ... The reactants are COc1ccc2c(c1)CCn1c-2cc(Cl)nc1=O, Cc1cccc(O)c1N. The product is COc1ccc2c(c1)CCn1c-2cc(Nc2c(C)cccc2O)nc1=O. As a reaction SMILES: [Cl:1][c:2]1[n:3][c:4](=[O:18])[n:5]2[c:6]([cH:17]1)-[c:7]1[cH:8][cH:9][c:10]([O:15][CH3:16])[cH:11][c:12]1[CH2:13][CH2:14]2.[OH:19][c:20]1[c:21]([NH2:22])[c:23]([CH3:27])[cH:24][cH:25][cH:26]1>>[c:2]1([NH:22][c:21]2[c:20]([OH:19])[cH:26][cH:25][cH:24][c:23]2[CH3:27])[n:3][c:4](=[O:18])[n:5]2[c:6]([cH:17]1)-[c:7]1[cH:8][cH:9][c:10]([O:15][CH3:16])[cH:11][c:12]1[CH2:13][CH2:14]2. Starting materials: COC(C1=C(C=C(C=C1)C(F)(F)F)I)=O (2-iodo-4-trifluoromethyl-benzoic acid methyl ester), [Br-].C1(CCC1)[Zn+] (cyclobutyl zinc bromide), [OH-].[Na+] (sodium hydroxide). The product is C1(CCC1)C1=C(C(=O)O)C=CC(=C1)C(F)(F)F (2-Cyclobutyl-4-trifluoromethyl-benzoic acid). RXN SMILES: C[O:2][C:3](=[O:15])[C:4]1[CH:9]=[CH:8][C:7]([C:10]([F:13])([F:12])[F:11])=[CH:6][C:5]=1I.[Br-].[CH:17]1([Zn+])[CH2:20][CH2:19][CH2:18]1.[OH-].[Na+]>>[CH:17]1([C:5]2[CH:6]=[C:7]([C:10]([F:13])([F:12])[F:11])[CH:8]=[CH:9][C:4]=2[C:3]([OH:2])=[O:15])[CH2:20][CH2:19][CH2:18]1 |f:1.2,3.4|. Procedure: In analogy to the procedure described for the synthesis of example B.10, the title compound was prepared from 2-iodo-4-trifluoromethyl-benzoic acid methyl ester and cyclobutyl zinc bromide followed by saponification with sodium hydroxide. MS (m/e): 243.0 (M−H) Starting materials: C(C)OC(=O)C=1N=CN2C3=C(CN(CC12)C(C[C@@H](CC1=C(C=C(C(=C1)F)F)F)NC(=O)OC(C)(C)C)=O)C=CC=C3 ((R)-5-[3-tert-butoxycarbonylamino-4-(2,4,5-trifluoro-phenyl)-butyryl]-5,6-dihydro-4H-2,5,10b triaza-benzo[e]azulene-3-carboxylic acid ethyl ester), FC(C(=O)O)(F)F (trifluoroacetic acid), FC(C(=O)O)(F)F (trifluoroacetic acid). Run in C(Cl)Cl (DCM), C(Cl)Cl (DCM). Reaction conditions: time 1 hour. The product is FC(C(=O)O)(F)F (trifluoroacetic acid), C(C)OC(=O)C=1N=CN2C3=C(CN(CC12)C(C[C@@H](CC1=C(C=C(C(=C1)F)F)F)N)=O)C=CC=C3 (5-[(R)-3-amino-4-(2,4,5-trifluoro-phenyl)-butyryl]-5,6-dihydro-4H-2,5,10b-triaza-benzo[e]azulene-3-carboxylic acid ethyl ester). Isolated yield 79.0%. As a reaction SMILES: [CH2:1]([O:3][C:4]([C:6]1[N:7]=[CH:8][N:9]2[C:15]=1[CH2:14][N:13]([C:16](=[O:37])[CH2:17][C@H:18]([NH:29]C(OC(C)(C)C)=O)[CH2:19][C:20]1[CH:25]=[C:24]([F:26])[C:23]([F:27])=[CH:22][C:21]=1[F:28])[CH2:12][C:11]1[CH:38]=[CH:39][CH:40]=[CH:41][C:10]2=1)=[O:5])[CH3:2].[F:42][C:43]([F:48])([F:47])[C:44]([OH:46])=[O:45]>C(Cl)Cl>[F:42][C:43]([F:48])([F:47])[C:44]([OH:46])=[O:45].[CH2:1]([O:3][C:4]([C:6]1[N:7]=[CH:8][N:9]2[C:15]=1[CH2:14][N:13]([C:16](=[O:37])[CH2:17][C@H:18]([NH2:29])[CH2:19][C:20]1[CH:25]=[C:24]([F:26])[C:23]([F:27])=[CH:22][C:21]=1[F:28])[CH2:12][C:11]1[CH:38]=[CH:39][CH:40]=[CH:41][C:10]2=1)=[O:5])[CH3:2]. Procedure details: To a solution of (R)-5-[3-tert-butoxycarbonylamino-4-(2,4,5-trifluoro-phenyl)-butyryl]-5,6-dihydro-4H-2,5,10b triaza-benzo[e]azulene-3-carboxylic acid ethyl ester (100 mg, 0.174 mmol) in DCM (5 mL), was added trifluoroacetic acid (0.52 mL, 3 mL/mmol). The reaction mixture was stirred at r.t. for 1 h. After completion of the reaction, as confirmed by TLC, excess of trifluoroacetic acid and DCM were evaporated in vacuo to afford a gummy solid which was crystallised from hexane to afford trifluoroa... Starting materials: FC=1C(=NC(=NC1)NC1=CC=C(C=C1)CO)NC1=C(C(=O)NC(C)C)C=CC=C1 (2-[(5-fluoro-2-{[4-(hydroxymethyl)phenyl]amino}-4-pyrimidinyl)amino]-N-(1-methylethyl)benzamide). The reagents and catalysts are O=[Mn]=O (MnO2). Run in O1CCOCC1 (dioxane). Yields the product FC=1C(=NC(=NC1)NC1=CC=C(C=C1)C=O)NC1=C(C(=O)NC(C)C)C=CC=C1 (2-({5-Fluoro-2-[(4-formylphenyl)amino]-4-pyrimidinyl}amino)-N-(1-methylethyl)benzamide). Isolated yield 96.1%. Reaction SMILES: [F:1][C:2]1[C:3]([NH:17][C:18]2[CH:29]=[CH:28][CH:27]=[CH:26][C:19]=2[C:20]([NH:22][CH:23]([CH3:25])[CH3:24])=[O:21])=[N:4][C:5]([NH:8][C:9]2[CH:14]=[CH:13][C:12]([CH2:15][OH:16])=[CH:11][CH:10]=2)=[N:6][CH:7]=1>O=[Mn]=O.O1CCOCC1>[F:1][C:2]1[C:3]([NH:17][C:18]2[CH:29]=[CH:28][CH:27]=[CH:26][C:19]=2[C:20]([NH:22][CH:23]([CH3:25])[CH3:24])=[O:21])=[N:4][C:5]([NH:8][C:9]2[CH:10]=[CH:11][C:12]([CH:15]=[O:16])=[CH:13][CH:14]=2)=[N:6][CH:7]=1. Procedure details: A 50-mL of round bottom flask was charged with 2-[(5-fluoro-2-{[4-(hydroxymethyl)phenyl]amino}-4-pyrimidinyl)amino]-N-(1-methylethyl)benzamide (200 mg, 0.5 mmol, 1.0 eq) and dioxane (20 mL). MnO2 (217 mg, 2.5 mmol, 5.0 eq) was added slowly to this solution. Upon completion of the addition, the reaction mixture was heated at reflux for 16 h. The reaction mixture was filtered through celite and the solvent was evaporated to produce the desired product (189 mg, 48% yield) which was found to be 82% ... Reactants: Cc1nnc(C)n1C1CCNCC1, CCCSC1=NC(=O)C(=Cc2ccc3c(cnn3Cc3ccc(Cl)cc3C(F)(F)F)c2)S1. Product: Cc1nnc(C)n1C1CCN(C2=NC(=O)C(=Cc3ccc4c(cnn4Cc4ccc(Cl)cc4C(F)(F)F)c3)S2)CC1. Reaction SMILES: [CH3:33][c:34]1[n:35][n:36][c:37]([CH3:45])[n:38]1[CH:39]1[CH2:40][CH2:41][NH:42][CH2:43][CH2:44]1.[Cl:1][c:2]1[cH:3][c:4]([C:29]([F:30])([F:31])[F:32])[c:5]([CH2:6][n:7]2[n:8][cH:9][c:10]3[cH:11][c:12]([CH:16]=[C:17]4[C:18](=[O:26])[N:19]=[C:20]([S:22][CH2:23][CH2:24][CH3:25])[S:21]4)[cH:13][cH:14][c:15]23)[cH:27][cH:28]1>>[Cl:1][c:2]1[cH:3][c:4]([C:29]([F:30])([F:31])[F:32])[c:5]([CH2:6][n:7]2[n:8][cH:9][c:10]3[cH:11][c:12]([CH:16]=[C:17]4[C:18](=[O:26])[N:19]=[C:20]([N:42]5[CH2:41][CH2:40][CH:39]([n:38]6[c:34]([CH3:33])[n:35][n:36][c:37]6[CH3:45])[CH2:44][CH2:43]5)[S:21]4)[cH:13][cH:14][c:15]23)[cH:27][cH:28]1. Starting materials: BrC(Br)(Br)Br, OC(c1ccc(Cl)cc1)c1ccc(Cl)cc1, C1CCOC1, c1ccc(P(c2ccccc2)c2ccccc2)cc1. RXN SMILES: [C:17]([Br:18])([Br:19])([Br:20])[Br:21].[Cl:1][c:2]1[cH:3][cH:4][c:5]([CH:8]([OH:9])[c:10]2[cH:11][cH:12][c:13]([Cl:16])[cH:14][cH:15]2)[cH:6][cH:7]1.[O:41]1[CH2:42][CH2:43][CH2:44][CH2:45]1.[c:22]1([P:23]([c:24]2[cH:25][cH:26][cH:27][cH:28][cH:29]2)[c:30]2[cH:31][cH:32][cH:33][cH:34][cH:35]2)[cH:36][cH:37][cH:38][cH:39][cH:40]1>>[Cl:1][c:2]1[cH:3][cH:4][c:5]([CH:8]([c:10]2[cH:11][cH:12][c:13]([Cl:16])[cH:14][cH:15]2)[Br:18])[cH:6][cH:7]1. The product is Clc1ccc(C(Br)c2ccc(Cl)cc2)cc1.